This data is from the Open Reaction Database (ORD), a public repository of structured organic reaction records. The task is: describe an organic reaction: reactants, conditions, products, and yield The reactants are BrC(CNC1=C(C(=CC=C1)C)C)C (N-(β-Bromopropyl)-2,3-dimethyl-aniline), ( b ), ( b ), CC1=C(N)C=CC=C1C (2,3-dimethylaniline). Yields the product CC1=C(C=CC=C1C)NCC(C)NC1=C(C(=CC=C1)C)C (1,2-bis(2',3'-dimethylphenyl-amino)-propane). Yield: 84.2%. Reaction SMILES: Br[CH:2]([CH3:13])[CH2:3][NH:4][C:5]1[CH:10]=[CH:9][CH:8]=[C:7]([CH3:11])[C:6]=1[CH3:12].[CH3:14][C:15]1[C:21]([CH3:22])=[CH:20][CH:19]=[CH:18][C:16]=1[NH2:17]>>[CH3:12][C:6]1[C:7]([CH3:11])=[CH:8][CH:9]=[CH:10][C:5]=1[NH:4][CH2:3][CH:2]([NH:17][C:16]1[CH:18]=[CH:19][CH:20]=[C:21]([CH3:22])[C:15]=1[CH3:14])[CH3:13]. Reported procedure: N-(β-Bromopropyl)-2,3-dimethyl-aniline, prepared as indicated in point (b) above, is reacted with 2,3-dimethylaniline as given in Example 3, Method (c), point (b) to obtain 1,2-bis(2',3'-dimethylphenyl-amino)-propane with a yield of 84.2%. The hydrobromide of the product melts at 204°-208° C. Reactants: C12(CC3CC(CC(C1)C3)C2)C2=C(C=C3C=CC(=CC3=C2)B(O)O)OCC2=CC=CC=C2 (7-(1-adamantyl)-6-benzyloxy-2-naphthylboronic acid), OC1=C(C(=O)OC)C=CC(=C1)I (methyl 2-hydroxy-4-iodobenzoate). Yields the product OC1=C(C(=O)OC)C=CC(=C1)C1=CC2=CC(=C(C=C2C=C1)OCC1=CC=CC=C1)C12CC3CC(CC(C1)C3)C2 (methyl 2-hydroxy-4-[7-(1-adamantyl)-6-benzyloxy-2-naphthyl]benzoate). Yield: 36.2%. Reaction SMILES: [C:1]12([C:11]3[CH:20]=[C:19]4[C:14]([CH:15]=[CH:16][C:17](B(O)O)=[CH:18]4)=[CH:13][C:12]=3[O:24][CH2:25][C:26]3[CH:31]=[CH:30][CH:29]=[CH:28][CH:27]=3)[CH2:10][CH:5]3[CH2:6][CH:7]([CH2:9][CH:3]([CH2:4]3)[CH2:2]1)[CH2:8]2.[OH:32][C:33]1[CH:42]=[C:41](I)[CH:40]=[CH:39][C:34]=1[C:35]([O:37][CH3:38])=[O:36]>>[OH:32][C:33]1[CH:42]=[C:41]([C:17]2[CH:16]=[CH:15][C:14]3[C:19](=[CH:20][C:11]([C:1]45[CH2:2][CH:3]6[CH2:9][CH:7]([CH2:6][CH:5]([CH2:4]6)[CH2:10]4)[CH2:8]5)=[C:12]([O:24][CH2:25][C:26]4[CH:31]=[CH:30][CH:29]=[CH:28][CH:27]=4)[CH:13]=3)[CH:18]=2)[CH:40]=[CH:39][C:34]=1[C:35]([O:37][CH3:38])=[O:36]. Procedure details: Following the basic procedure of Example 7(f), by reacting 5.52 g (13.4 mmol) of 7-(1-adamantyl)-6-benzyloxy-2-naphthylboronic acid with 2.46 g (8.8 mmol) of methyl 2-hydroxy-4-iodobenzoate, 1.65 g (36%) of the expected compound was obtained. Procedure: To a stirred solution of 3.6 g 1,2-dimethylindole and 2.55 g 2-imidazolidinethione in 80 ml methanol is added a solution of 6.35 g iodine and 13 g potassium iodide in 50 ml water. After 1 hour at room temperature, the solution is concentrated in vacuo until crystals separate, then cooled and filtered. The precipitate is washed with water and ether and is recrystallized from alcohol to give 1,2-dimethyl-3-(2-imidazolin-2-ylthio)-indole hydriodide melting at 203°-205° (with decomposition). The product is I.CN1C(=C(C2=CC=CC=C12)SC=1NCCN1)C (1,2-dimethyl-3-(2-imidazolin-2-ylthio)-indole hydriodide). Solvent: CO (methanol), O (water). Run at time 1 hour. The reactants are CN1C(=CC2=CC=CC=C12)C (1,2-dimethylindole), N1C(NCC1)=S (2-imidazolidinethione), II (iodine), [I-].[K+] (potassium iodide). As a reaction SMILES: [CH3:1][N:2]1[C:10]2[C:5](=[CH:6][CH:7]=[CH:8][CH:9]=2)[CH:4]=[C:3]1[CH3:11].[NH:12]1[CH2:16][CH2:15][NH:14][C:13]1=[S:17].[I:18]I.[I-].[K+]>CO.O>[IH:18].[CH3:1][N:2]1[C:10]2[C:5](=[CH:6][CH:7]=[CH:8][CH:9]=2)[C:4]([S:17][C:13]2[NH:14][CH2:15][CH2:16][N:12]=2)=[C:3]1[CH3:11] |f:3.4,7.8|. Reactants: NC1=NC(=NC(=N1)Cl)C(C)C (2-amino-4-chloro-6-isopropyl-1,3,5-triazine), C(=O)([O-])[O-].[K+].[K+] (K2CO3), C(C)#N (acetonitrile), Br.CN1C=NC2=C1C=CC=C2 (1-methylbenzimidazole hydrobromide). Product: NC1=NC(=NC(=N1)C(C)C)NC(C)C1=NC2=C(N1C)C=CC=C2 (2-Amino-4-isopropyl-6-[1-(1-methylbenzimidazol-2-yl)-1-ethylamino]-1,3,5-triazine). Reaction SMILES: [NH2:1][C:2]1[N:7]=[C:6](Cl)[N:5]=[C:4]([CH:9]([CH3:11])[CH3:10])[N:3]=1.C([O-])([O-])=O.[K+].[K+].Br.[CH3:19][N:20]1[C:24]2[CH:25]=[CH:26][CH:27]=[CH:28][C:23]=2[N:22]=[CH:21]1.[C:29](#[N:31])[CH3:30]>>[NH2:1][C:2]1[N:3]=[C:4]([CH:9]([CH3:11])[CH3:10])[N:5]=[C:6]([NH:31][CH:29]([C:21]2[N:20]([CH3:19])[C:24]3[CH:25]=[CH:26][CH:27]=[CH:28][C:23]=3[N:22]=2)[CH3:30])[N:7]=1 |f:1.2.3,4.5|. Procedure: 2.6 g (0.015 mol) of 2-amino-4-chloro-6-isopropyl-1,3,5-triazine and 4.2 g (0.03 mol) of K2CO3 are introduced into 50 ml of acetonitrile. 3.8 g (0.015 mol) of 1-methylbenzimidazole hydrobromide are added to this solution, and the mixture is subsequently refluxed for 3 hours. Then, all solid constituents are filtered off with suction and the filtrate is evaporated on a rotary evaporator. The residue is purified by means of column chromatography (eluent: ethyl acetate). This gives 4.1 g (88% of th...